From a dataset of the Open Reaction Database (ORD), a public repository of structured organic reaction records. describe an organic reaction: reactants, conditions, products, and yield Reactants: [Si](C)(C)(C(C)(C)C)OCCNCC1=CC(=NC=C1)C1=CC(=C(C(=C1)OC)OC)OC (N-[2-(tert-Butyldimethylsilyloxy)ethyl]-N-[[2-(3,4,5-trimethoxyphenyl)pyridin-4-yl]methyl]amine), C1=CC=CC=2C3=CC=CC=C3C(C12)COC(=O)N[C@H](C(C)C)C(=O)O (N-(9-fluorenylmethoxycarbonyl)-D-valine). Procedure details: N-[2-(tert-Butyldimethylsilyloxy)ethyl]-N-[[2-(3,4,5-trimethoxyphenyl)pyridin-4-yl]methyl]amine (1.27 g) and N-(9-fluorenylmethoxycarbonyl)-D-valine (1.00 g) were treated in the same manner as in Preparation Example 9 to obtain the title compound. Since impurities were unable to be removed from this compound, the compound was provided to the next step without purifying it. As a reaction SMILES: [Si:1]([O:8][CH2:9][CH2:10][NH:11][CH2:12][C:13]1[CH:18]=[CH:17][N:16]=[C:15]([C:19]2[CH:24]=[C:23]([O:25][CH3:26])[C:22]([O:27][CH3:28])=[C:21]([O:29][CH3:30])[CH:20]=2)[CH:14]=1)([C:4]([CH3:7])([CH3:6])[CH3:5])([CH3:3])[CH3:2].[CH:31]1[C:43]2[CH:42]([CH2:44][O:45][C:46]([NH:48][C@@H:49]([C:53](O)=[O:54])[CH:50]([CH3:52])[CH3:51])=[O:47])[C:41]3[C:36](=[CH:37][CH:38]=[CH:39][CH:40]=3)[C:35]=2[CH:34]=[CH:33][CH:32]=1>>[Si:1]([O:8][CH2:9][CH2:10][N:11]([CH2:12][C:13]1[CH:18]=[CH:17][N:16]=[C:15]([C:19]2[CH:20]=[C:21]([O:29][CH3:30])[C:22]([O:27][CH3:28])=[C:23]([O:25][CH3:26])[CH:24]=2)[CH:14]=1)[C:53](=[O:54])[C@@H:49]([CH:50]([CH3:51])[CH3:52])[NH:48][C:46]([O:45][CH2:44][CH:42]1[C:41]2[CH:40]=[CH:39][CH:38]=[CH:37][C:36]=2[C:35]2[C:43]1=[CH:31][CH:32]=[CH:33][CH:34]=2)=[O:47])([C:4]([CH3:7])([CH3:6])[CH3:5])([CH3:2])[CH3:3]. Yields the product [Si](C)(C)(C(C)(C)C)OCCN(C([C@H](NC(=O)OCC1C2=CC=CC=C2C=2C=CC=CC12)C(C)C)=O)CC1=CC(=NC=C1)C1=CC(=C(C(=C1)OC)OC)OC (N-[2-(tert-butyldimethylsilyloxy)ethyl]-N-[[2-(3,4,5-trimethoxyphenyl)pyridin-4-yl]methyl]-Nα-(9-fluorenylmethoxycarbonyl)-D-valine amide). Reactants: Cl (HCl), C(=O)[O-].[NH4+] (ammonium formate), C(C1=CC=CC=C1)N1CC(CC1)C1=NC=CC=C1 (2-(1-benzylpyrrolidin-3-yl)pyridine). The reagents and catalysts are [Pd] (Pd/C). The solvent is C(C)(C)O (isopropanol), C(C)(C)O (isopropanol), O (water), CO (methanol). Conditions: temperature 68 celsius, time 8 hour. The product is N1CC(CC1)C1=NC=CC=C1 (2-(pyrrolidin-3-yl)pyridine). The yield is 85.0%. RXN SMILES: C([N:8]1[CH2:12][CH2:11][CH:10]([C:13]2[CH:18]=[CH:17][CH:16]=[CH:15][N:14]=2)[CH2:9]1)C1C=CC=CC=1.C([O-])=O.[NH4+].Cl>CO.O.C(O)(C)C.[Pd]>[NH:8]1[CH2:12][CH2:11][CH:10]([C:13]2[CH:18]=[CH:17][CH:16]=[CH:15][N:14]=2)[CH2:9]1 |f:1.2|. Reported procedure: To 2-(1-benzylpyrrolidin-3-yl)pyridine enantiomer 1 a1-64 (10.01 g, 41.96 mmol, 1 eq) in methanol (340 ml) is added Pd/C (5%, 1.98 g). A solution of ammonium formate (10.69 g, 167.83 mmol, 4 eq) in water (55 ml) is then added dropwise over a period of 10 minutes. The reaction mixture is heated for 45 mins at 68° C., then cooled to room temperature. The catalyst is filtered off using Celite, washed with methanol (60 ml) and the pooled filtrates evaporated to dryness. The residue is retaken in met... Reactants: [OH-].[NH4+] (ammonium hydroxide), S(=O)(Cl)Cl (Thionyl chloride), OCC(C)(C)NC=1N(C(C=2C(N1)=NN(C2)CC2=CC=C(C=C2)Br)=O)C (6-(1-hydroxy-2-methylpropan-2-ylamino)-5-methyl-2-(4-bromobenzyl)-2H-pyrazolo[3,4-d]pyrimidin-4(5H)-one), O (water). The solvent is CN(C)C=O (DMF). Yields the product BrC1=CC=C(CN2N=C3C(C(N(C=4N3CC(N4)(C)C)C)=O)=C2)C=C1 (2-(4-Bromobenzyl)-7,8-dihydro-5,7,7-trimethyl-[2H]-imidazo-[1,2-a]pyrazolo[4,3-e]pyrimidin-4(5H)-one). Yield: 92.1%. RXN SMILES: S(Cl)(Cl)=O.O[CH2:6][C:7]([NH:10][C:11]1[N:12]([CH3:29])[C:13](=[O:28])[C:14]2[C:15](=[N:17][N:18]([CH2:20][C:21]3[CH:26]=[CH:25][C:24]([Br:27])=[CH:23][CH:22]=3)[CH:19]=2)[N:16]=1)([CH3:9])[CH3:8].O.[OH-].[NH4+]>CN(C=O)C>[Br:27][C:24]1[CH:25]=[CH:26][C:21]([CH2:20][N:18]2[CH:19]=[C:14]3[C:13](=[O:28])[N:12]([CH3:29])[C:11]4[N:16]([CH2:6][C:7]([CH3:9])([CH3:8])[N:10]=4)[C:15]3=[N:17]2)=[CH:22][CH:23]=1 |f:3.4|. Reported procedure: Thionyl chloride (67 mL, 922 mmol) is added dropwise to a solution of 6-(1-hydroxy-2-methylpropan-2-ylamino)-5-methyl-2-(4-bromobenzyl)-2H-pyrazolo[3,4-d]pyrimidin-4(5H)-one (134 g, 330 mmol) in DMF (800 mL). The reaction mixture is stirred at room temperature until the reaction is complete. The mixture is poured into cold water, and then adjusted to pH 8-9 with ammonium hydroxide aqueous solution. After filtration, the obtained solids are washed with water, and then dried under vacuum to give 1...